This data is from the Open Reaction Database (ORD), a public repository of structured organic reaction records. The task is: describe an organic reaction: reactants, conditions, products, and yield Starting materials: CCOC(=O)c1cc([N+](=O)[O-])c(NC)nc1N1CCC(C(F)(F)F)CC1, CCO. Product: CCOC(=O)c1cc(N)c(NC)nc1N1CCC(C(F)(F)F)CC1. As a reaction SMILES: [CH2:1]([CH3:2])[O:3][C:4]([c:5]1[c:6]([N:16]2[CH2:17][CH2:18][CH:19]([C:22]([F:23])([F:24])[F:25])[CH2:20][CH2:21]2)[n:7][c:8]([NH:14][CH3:15])[c:9]([N+:11]([O-:12])=[O:13])[cH:10]1)=[O:26].[CH3:27][CH2:28][OH:29]>>[CH2:1]([CH3:2])[O:3][C:4]([c:5]1[c:6]([N:16]2[CH2:17][CH2:18][CH:19]([C:22]([F:23])([F:24])[F:25])[CH2:20][CH2:21]2)[n:7][c:8]([NH:14][CH3:15])[c:9]([NH2:11])[cH:10]1)=[O:26]. Starting materials: [Mg] (magnesium), FC1=CC=C(C=C1)Br (4-Fluorobromobenzene), FC1=CC=C(C=C1)Br (4-fluorobromobenzene), C1(CC1)C(=O)OCC (Ethyl cylopropylcarboxylate), [Mg] (Magnesium), ester. The solvent is CCOCC (ether), CCOCC (ether), CCOCC (ether). Yields the product C1(CC1)C(O)(C1=CC=C(C=C1)F)C1=CC=C(C=C1)F (cyclopropyl-bis-(4-fluorophenyl)methanol). Reaction SMILES: [Mg].[F:2][C:3]1[CH:8]=[CH:7][C:6](Br)=[CH:5][CH:4]=1.[CH:10]1([C:13]([O:15]CC)=O)[CH2:12][CH2:11]1>CCOCC>[CH:10]1([C:13]([C:6]2[CH:7]=[CH:8][C:3]([F:2])=[CH:4][CH:5]=2)([C:6]2[CH:7]=[CH:8][C:3]([F:2])=[CH:4][CH:5]=2)[OH:15])[CH2:11][CH2:12]1. Procedure details: Magnesium metal (98.2 g) was stirred with 100 ml of anhydrous ether under nitrogen for 1 hr. 4-Fluorobromobenzene (700 g) was dissolved in 1750 ml of anhydrous ether. A 20 ml aliquot of the solution was added to the magnesium metal to initiate reaction. Once reflux had begun, the 4-fluorobromobenzene solution was added at such a rate as to maintain a gentle reflux. After the addition was complete, the mixture was heated under reflux for 1 hr. Ethyl cylopropylcarboxylate (180.6 g) was dissolved i... Starting materials: O=C([O-])[O-], CCBr, CC(C)=O, [I-], [K+], [K+], [K+], CC(=O)NC1CCc2cccc(N3CCNCC3)c2C1. The product is CCN1CCN(c2cccc3c2CC(NC(C)=O)CC3)CC1. RXN SMILES: [C:21](=[O:22])([O-:23])[O-:24].[CH2:29]([CH3:30])[Br:31].[CH3:32][C:33](=[O:34])[CH3:35].[I-:28].[K+:25].[K+:26].[K+:27].[N:1]1([c:7]2[cH:8][cH:9][cH:10][c:11]3[c:16]2[CH2:15][CH:14]([NH:17][C:18]([CH3:19])=[O:20])[CH2:13][CH2:12]3)[CH2:2][CH2:3][NH:4][CH2:5][CH2:6]1>>[N:1]1([c:7]2[cH:8][cH:9][cH:10][c:11]3[c:16]2[CH2:15][CH:14]([NH:17][C:18]([CH3:19])=[O:20])[CH2:13][CH2:12]3)[CH2:2][CH2:3][N:4]([CH2:29][CH3:30])[CH2:5][CH2:6]1. Reactants: COC=1C(=CC=2CC[C@H]3C4=CC=C([C@@]4(C)CC[C@@H]3C2C1)OC(C)=O)OC(C)=O (2-Methoxy-3,17-diacetoxyestra-1,3,5(10),14,16-pentaene), [BH4-].[Na+] (sodium borohydride), C(C)(=O)O (acetic acid), steroid. Run in C(C)O (ethanol), C1CCOC1 (THF), O (water), C(C)O.O (ethanol water). Run at temperature 0 celsius, time 1 hour. The product is COC=1C(=CC=2CC[C@H]3C4=CC[C@@H]([C@@]4(C)CC[C@@H]3C2C1)O)O (2-Methoxyestra-1,3,5(10),14-tetraen-3,17β-diol). As a reaction SMILES: [CH3:1][O:2][C:3]1[C:4]([O:25]C(=O)C)=[CH:5][C:6]2[CH2:7][CH2:8][C@@H:9]3[C@@H:18]([C:19]=2[CH:20]=1)[CH2:17][CH2:16][C@@:14]1([CH3:15])[C:10]3=[CH:11][CH:12]=[C:13]1[O:21]C(=O)C.[BH4-].[Na+].C(O)(=O)C>C(O)C.C1COCC1.C(O)C.O.O>[CH3:1][O:2][C:3]1[C:4]([OH:25])=[CH:5][C:6]2[CH2:7][CH2:8][C@@H:9]3[C@@H:18]([C:19]=2[CH:20]=1)[CH2:17][CH2:16][C@@:14]1([CH3:15])[C:10]3=[CH:11][CH2:12][C@@H:13]1[OH:21] |f:1.2,6.7|. Reported procedure: A solution of the diacetate (17) (0.08 g, 0.21 mmol) in ethanol (5 mL) and THF (3 mL) was cooled to 0° C. in an ice bath. A solution of sodium borohydride (0.05 g, 1.32 mmol) in ethanol/water (10:3, 5 mL) was cooled to 0° C. in an ice bath and added to the steroid solution. The reaction mixture was stirred at 0° C. for 1 h., then allowed to warm to room temperature and stirred overnight. After that time, the reaction was diluted with water (20 mL) and neutralized with glacial acetic acid. The or... The product is C(C#C)C1CCN(CC1)C(=O)OC1=CC=C(C=C1)C(=O)OC (4-(methoxycarbonyl)phenyl 4-(prop-2-ynyl)piperidine-1-carboxylate). Reactants: ClC(=O)OC1=CC=C(C=C1)C(=O)OC (4-(methoxycarbonyl)phenyl chloroformate), C(C#C)C1CCN(CC1)C(=O)OC(C)(C)C (tert-butyl 4-(prop-2-ynyl)piperidine-1-carboxylate). RXN SMILES: Cl[C:2]([O:4][C:5]1[CH:10]=[CH:9][C:8]([C:11]([O:13][CH3:14])=[O:12])=[CH:7][CH:6]=1)=[O:3].[CH2:15]([CH:18]1[CH2:23][CH2:22][N:21](C(OC(C)(C)C)=O)[CH2:20][CH2:19]1)[C:16]#[CH:17]>>[CH2:15]([CH:18]1[CH2:23][CH2:22][N:21]([C:2]([O:4][C:5]2[CH:10]=[CH:9][C:8]([C:11]([O:13][CH3:14])=[O:12])=[CH:7][CH:6]=2)=[O:3])[CH2:20][CH2:19]1)[C:16]#[CH:17]. Reported procedure: 4-(methoxycarbonyl)phenyl chloroformate (5.00 g, 23.3 mmol) was added to a solution of tert-butyl 4-(prop-2-ynyl)piperidine-1-carboxylate (4.00 g, 17.9 mmol) according to general procedure 1. Yield=5.54 g, 99%. m/z MH+=302.02. HPLC rt=10.8 min.